Dataset: the Open Reaction Database (ORD), a public repository of structured organic reaction records. Task: describe an organic reaction: reactants, conditions, products, and yield Reactants: ClC=1C=C2C(C(NC2=CC1)=O)=O (5-chloroisatin), C1CCOC1 (THF), [NH4+].[Cl-] (NH4Cl), CCOC(=O)C (EtOAc), [H-].[Na+] (NaH). Conditions: time 1 hour. Yields the product ClC=1C=C2C(C(NC2=CC1)=O)(C1=C(C=CC(=C1)C1=CC=NC=C1)OC)O (5-chloro-3-hydroxy-3-(2-methoxy-5-pyridin-4-ylphenyl)-1,3-dihydro-2H-indol-2-one). Reaction SMILES: [Cl:1][C:2]1[CH:3]=[C:4]2[C:8](=[CH:9][CH:10]=1)[NH:7][C:6](=[O:11])[C:5]2=[O:12].[H-].[Na+].[NH4+:15].[Cl-].C[CH2:18][O:19][C:20]([CH3:22])=O.[CH2:23]1[CH2:27]O[CH2:25][CH2:24]1>>[Cl:1][C:2]1[CH:3]=[C:4]2[C:8](=[CH:9][CH:10]=1)[NH:7][C:6](=[O:11])[C:5]2([OH:12])[C:27]1[CH:23]=[C:24]([C:2]2[CH:3]=[CH:4][N:15]=[CH:9][CH:10]=2)[CH:25]=[CH:22][C:20]=1[O:19][CH3:18] |f:1.2,3.4|. Procedure: Under nitrogen atmosphere to a suspension of 1.33 g of 5-chloroisatin in THF (31.5 ml) was added 555 mg of NaH under ice cooling and the reaction mixture was stirred for one hour under the same conditions. To the reaction solution was added dropwise the lithiation reagent prepared above over 5 minutes and the reaction solution was stirred for one hour under ice cooling. An aqueous solution of saturated NH4Cl and EtOAc were added to the reaction solution; liquid separation was performed and the a... Reactants: CC(=O)NS(=O)(=O)c1ccc(N)cc1, CCOC=C1C(=O)Nc2ccc3ncsc3c21. Product: CC(=O)NS(=O)(=O)c1ccc(NC=C2C(=O)Nc3ccc4ncsc4c32)cc1. As a reaction SMILES: [C:18]([CH3:19])(=[O:20])[NH:21][S:22](=[O:23])(=[O:24])[c:25]1[cH:26][cH:27][c:28]([NH2:31])[cH:29][cH:30]1.[CH2:1]([O:2][CH:4]=[C:5]1[C:6](=[O:17])[NH:7][c:8]2[cH:9][cH:10][c:11]3[n:12][cH:13][s:14][c:15]3[c:16]21)[CH3:3]>>[CH:4](=[C:5]1[C:6](=[O:17])[NH:7][c:8]2[cH:9][cH:10][c:11]3[n:12][cH:13][s:14][c:15]3[c:16]21)[NH:31][c:28]1[cH:27][cH:26][c:25]([S:22]([NH:21][C:18]([CH3:19])=[O:20])(=[O:23])=[O:24])[cH:30][cH:29]1.